From a dataset of the Open Reaction Database (ORD), a public repository of structured organic reaction records. describe an organic reaction: reactants, conditions, products, and yield Reactants: BrCC=1C(=CC(=C(C1)C1=NN(C(=C1Cl)C(F)(F)F)C)F)Cl (3-[5-(bromomethyl)-4-chloro-2-fluorophenyl]-4-chloro-1-methyl-5-(trifluoromethyl)-1H-pyrazole), C(C)(=O)[O-].[Na+] (sodium acetate), O (water). Run in CN(C)C=O (DMF). Run at temperature 25 celsius, time 12 hour. Yields the product ClC1=C(C=C(C(=C1)F)C1=NN(C(=C1Cl)C(F)(F)F)C)CO (2-chloro-5-(4-chloro-1-methyl-5-(trifluoromethyl)-1H-pyrazol-3-yl)-4-fluorobenzenemethanol). The yield is 99.9%. As a reaction SMILES: Br[CH2:2][C:3]1[C:4]([Cl:21])=[CH:5][C:6]([F:20])=[C:7]([C:9]2[C:13]([Cl:14])=[C:12]([C:15]([F:18])([F:17])[F:16])[N:11]([CH3:19])[N:10]=2)[CH:8]=1.C([O-])(=[O:24])C.[Na+].O>CN(C=O)C>[Cl:21][C:4]1[CH:5]=[C:6]([F:20])[C:7]([C:9]2[C:13]([Cl:14])=[C:12]([C:15]([F:18])([F:17])[F:16])[N:11]([CH3:19])[N:10]=2)=[CH:8][C:3]=1[CH2:2][OH:24] |f:1.2|. Procedure details: To a solution of 7.1 g (0.0175 mole) 3-[5-(bromomethyl)-4-chloro-2-fluorophenyl]-4-chloro-1-methyl-5-(trifluoromethyl)-1H-pyrazole in 20 mL DMF was added 1.5 g (0.018 mole) sodium acetate. The mixture was stirred for 12 hours at 25° C. The mixture was poured into 100 mL cold water and the solid filtered and dried. The product was recrystallized from ethanol/-water to give 6.0 g (90%) of 2-chloro-5-(4-chloro-1-methyl-5-(trifluoromethyl)-1H-pyrazol-3-yl)-4-fluorobenzenemethanol, acetate (ester), m... The reactants are C(C1=CC=CC=C1)N1N=C(C=C1)[N+](=O)[O-] (1-benzyl-3-nitro-1H-pyrazole). Conditions: time 5 minute. The product is C(C1=CC=CC=C1)N1N=C(C=C1)N (1-benzyl-1H-pyrazol-3-ylamine). Procedure: To a solution containing 1-benzyl-3-nitro-1H-pyrazole (86 mg, 0.42 mmol) in tetrahydrofuran (2 mL), anhydrous hydrazine (100 μL) was added to the clear solution. Raney nickel (˜100 mg washed 3 times with 5 mL of anhydrous tetrahydrofuran) was then added in tetrahydrofuran (300 μL). Gas evolved from the mixture and the reaction was allowed to proceed for 5 min, after which time the raney nickel was removed by filtration through a celite plug. The solvent was removed in vacuo to afford 1-benzyl-1H... Solvent: O1CCCC1 (tetrahydrofuran), NN (hydrazine), O1CCCC1 (tetrahydrofuran). The reagents and catalysts are [Ni] (Raney nickel). As a reaction SMILES: [CH2:1]([N:8]1[CH:12]=[CH:11][C:10]([N+:13]([O-])=O)=[N:9]1)[C:2]1[CH:7]=[CH:6][CH:5]=[CH:4][CH:3]=1>O1CCCC1.NN.[Ni]>[CH2:1]([N:8]1[CH:12]=[CH:11][C:10]([NH2:13])=[N:9]1)[C:2]1[CH:3]=[CH:4][CH:5]=[CH:6][CH:7]=1. Starting materials: C1CCOC1, [Li]CCCC, CN1CCCN(C)C1=O, Cc1ccc(C(=O)OC(C)(C)C)cc1, CC(C)NC(C)C, [Cl-], COC(=O)Cl, [NH4+], O, O. Yields the product COC(=O)Cc1ccc(C(=O)OC(C)(C)C)cc1. RXN SMILES: [CH2:44]1[O:45][CH2:46][CH2:47][CH2:48]1.[CH2:9]([Li:10])[CH2:11][CH2:12][CH3:13].[CH3:14][N:15]1[CH2:16][CH2:17][CH2:18][N:19]([CH3:20])[C:21]1=[O:22].[CH3:23][c:24]1[cH:25][cH:26][c:27]([C:28](=[O:29])[O:30][C:31]([CH3:32])([CH3:33])[CH3:34])[cH:35][cH:36]1.[CH:2]([NH:3][CH:4]([CH3:5])[CH3:6])([CH3:7])[CH3:8].[Cl-:42].[Cl:37][C:38](=[O:39])[O:40][CH3:41].[NH4+:43].[O:1].[OH2:49]>>[CH2:23]([c:24]1[cH:25][cH:26][c:27]([C:28](=[O:29])[O:30][C:31]([CH3:32])([CH3:33])[CH3:34])[cH:35][cH:36]1)[C:38](=[O:39])[O:40][CH3:41]. The reactants are CO, O=c1cc(OCc2cccc(F)c2)ccn1Cc1cccc(F)c1. The product is O=c1cc(O)ccn1Cc1cccc(F)c1. Reaction SMILES: [CH3:25][OH:26].[F:1][c:2]1[cH:3][c:4]([CH2:5][n:6]2[c:7](=[O:21])[cH:8][c:9]([O:12][CH2:13][c:14]3[cH:15][cH:16][cH:17][c:18]([F:19])[cH:20]3)[cH:10][cH:11]2)[cH:22][cH:23][cH:24]1>>[F:1][c:2]1[cH:3][c:4]([CH2:5][n:6]2[c:7](=[O:21])[cH:8][c:9]([OH:12])[cH:10][cH:11]2)[cH:22][cH:23][cH:24]1. Reactants: CCCC(=O)Nc1ccc2nc(S)sc2c1, [O-]Cl, [K+], O=[Mn](=O)(=O)[O-], [NH4+], [Na+], [Na+], [OH-], [OH-], O. Product: CCCC(=O)Nc1ccc2nc(S(N)(=O)=O)sc2c1. As a reaction SMILES: [C:8]([CH2:9][CH2:10][CH3:11])(=[O:12])[NH:13][c:14]1[cH:15][c:16]2[c:17]([n:18][c:19]([SH:21])[s:20]2)[cH:22][cH:23]1.[Cl:3][O-:4].[K+:29].[Mn:24]([O-:25])(=[O:26])(=[O:27])=[O:28].[NH4+:1].[Na+:5].[Na+:7].[OH-:2].[OH-:6].[OH2:30]>>[NH2:1][S:21](=[O:2])(=[O:4])[c:19]1[n:18][c:17]2[c:16]([cH:15][c:14]([NH:13][C:8]([CH2:9][CH2:10][CH3:11])=[O:12])[cH:23][cH:22]2)[s:20]1. Reactants: FC(COCCOS(=O)(=O)C)(F)F (2-methanesulfonyloxyethyl 2,2,2-trifluoroethyl ether), N1C(=NC2=C1C=CC=C2)NC2CCN(CC2)C(=O)OCC ((1H-benzimidazol-2-yl)(1-ethoxycarbonylpiperidin-4-yl)amine). Product: FC(COCCN1C(=NC2=C1C=CC=C2)NC2CCNCC2)(F)F ((1-(2-(2,2,2-trifluoroethoxy)ethyl)-1H-benzimidazol-2-yl)(piperidin-4-yl)amine). RXN SMILES: [F:1][C:2]([F:13])([F:12])[CH2:3][O:4][CH2:5][CH2:6]OS(C)(=O)=O.[NH:14]1[C:18]2[CH:19]=[CH:20][CH:21]=[CH:22][C:17]=2[N:16]=[C:15]1[NH:23][CH:24]1[CH2:29][CH2:28][N:27](C(OCC)=O)[CH2:26][CH2:25]1>>[F:1][C:2]([F:13])([F:12])[CH2:3][O:4][CH2:5][CH2:6][N:14]1[C:18]2[CH:19]=[CH:20][CH:21]=[CH:22][C:17]=2[N:16]=[C:15]1[NH:23][CH:24]1[CH2:29][CH2:28][NH:27][CH2:26][CH2:25]1. Reported procedure: Prepare by the method of Preparation 14 using 2-methanesulfonyloxyethyl 2,2,2-trifluoroethyl ether and (1H-benzimidazol-2-yl)(1-ethoxycarbonylpiperidin-4-yl)amine to give the title compound. Reactants: C(C)C1C(NC(N1)=O)=O (5-ethylimidazoline-2,4-dione), C([O-])([O-])=O.[K+].[K+] (potassium carbonate), CS(=O)(=O)OC1CCN(CC1)C(=O)OC(C)(C)C (tert-butyl 4-[(methylsulfonyl)oxy]piperidine-1-carboxylate). The solvent is CN(C)C=O (DMF). Reaction conditions: temperature 100 celsius. The product is C(C)C1NC(N(C1=O)C1CCN(CC1)C(=O)OC(C)(C)C)=O (tert-butyl 4(4-ethyl-2,5-dioxoimidazolidin-1-yl)piperidine-1-carboxylate). Reaction SMILES: [CH2:1]([CH:3]1[NH:7][C:6](=[O:8])[NH:5][C:4]1=[O:9])[CH3:2].C(=O)([O-])[O-].[K+].[K+].CS(O[CH:21]1[CH2:26][CH2:25][N:24]([C:27]([O:29][C:30]([CH3:33])([CH3:32])[CH3:31])=[O:28])[CH2:23][CH2:22]1)(=O)=O>CN(C=O)C>[CH2:1]([CH:3]1[C:4](=[O:9])[N:5]([CH:21]2[CH2:26][CH2:25][N:24]([C:27]([O:29][C:30]([CH3:33])([CH3:32])[CH3:31])=[O:28])[CH2:23][CH2:22]2)[C:6](=[O:8])[NH:7]1)[CH3:2] |f:1.2.3|. Procedure details: To a solution of 5-ethylimidazoline-2,4-dione (1 g) in DMF (40 ml) was added potassium carbonate (2.16 g) followed by tert-butyl 4-[(methylsulfonyl)oxy]piperidine-1-carboxylate (2.18 g) and the resulting mixture was heated to 100° C. for 18 hours. The reaction mixture was concentrated under reduced pressure and then was partitioned between dichloromethane and water. The organic layer was collected, dried and evaporated to dryness. The residue was purified by chromatography on silica eluting with... Starting materials: C(CC#N)#N (malononitrile), ClC1=C(C(=CC(=C1)Cl)Cl)NN (2,4,6-trichlorophenyl hydrazine), C(C(C)C)=O (isobutyraldehyde), CC[O-].[Na+] (NaOEt), C1CC(=O)N(C1=O)Br (NBS), bromohydrazone. The solvent is CCO (EtOH), CN(C)C=O (DMF), C(C)O (ethanol), O (water), CCO (EtOH), CCO (EtOH). Reaction conditions: time 2 hour. Yields the product NC1=C(C(=NN1C1=C(C=C(C=C1Cl)Cl)Cl)C(C)C)C#N (5-amino-4-cyano-3-isopropyl-1-(2,4,6-trichlorophenyl)pyrazole). Isolated yield 56.7%. RXN SMILES: [Cl:1][C:2]1[CH:7]=[C:6]([Cl:8])[CH:5]=[C:4]([Cl:9])[C:3]=1[NH:10][NH2:11].[CH:12](=O)[CH:13]([CH3:15])[CH3:14].C1C(=O)N(Br)C(=O)C1.[C:25](#[N:29])[CH2:26][C:27]#[N:28].CC[O-].[Na+]>C(O)C.CN(C=O)C.O>[NH2:28][C:27]1[N:10]([C:3]2[C:2]([Cl:1])=[CH:7][C:6]([Cl:8])=[CH:5][C:4]=2[Cl:9])[N:11]=[C:12]([CH:13]([CH3:15])[CH3:14])[C:26]=1[C:25]#[N:29] |f:4.5|. Procedure: Part A: To a stirred solution of 106 g (500 mmol) of 2,4,6-trichlorophenyl hydrazine in 600 mL of absolute ethanol was added 48.1 mL (530 mmol) of isobutyraldehyde. The solution was stirred 2 h at RT and concentrated under reduced pressure to afford an oil. The crude oil was dissolved in 450 mL of dry DMF and cooled to 0° C. This solution was treated with 94.3 g (530 mmol) of NBS in four portions over 10 min. The solution was stirred 1 h at 0° C. and poured onto ice. The mixture was diluted with... Reactants: S(=O)(Cl)Cl (Thionyl chloride), BrCCCCCCS(=O)(=O)[O-].[Na+] (sodium 6-bromohexanesulfonate), II. The reagents and catalysts are CN(C=O)C (N,N-dimethylformamide). The product is BrCCCCCCS(=O)(=O)Cl (6-bromohexanesulfonyl chloride). Yield: 32.7%. RXN SMILES: S(Cl)([Cl:3])=O.[Br:5][CH2:6][CH2:7][CH2:8][CH2:9][CH2:10][CH2:11][S:12]([O-:15])(=O)=[O:13].[Na+]>CN(C)C=O>[Br:5][CH2:6][CH2:7][CH2:8][CH2:9][CH2:10][CH2:11][S:12]([Cl:3])(=[O:15])=[O:13] |f:1.2|. Procedure details: Thionyl chloride (10.3 ml, 140.4 mmol) and N,N-dimethylformamide (one drop) were added to sodium 6-bromohexanesulfonate (5.00 g, 18.7 mmol) prepared by a process described in Org. Synth., Coll. Vol. II, 558 or WO95/19345 Pamphlet. The mixture was refluxed for 4 hours. The reaction mixture was concentrated in vacuo. The concentrate was diluted with benzene (50 ml). The resulting solution was washed twice with water (15 ml) and then with brine (10 ml), and thereafter dried over calcium chloride. T... Starting materials: [Li]CCCC, CCCCCC, CC(C)NC(C)C, [Cl-], N#Cc1ccc(F)cc1, O=Cc1cccc(F)c1, [NH4+], C1CCOC1. Product: N#Cc1ccc(F)c(C(O)c2cccc(F)c2)c1. Reaction SMILES: [CH2:1]([Li:2])[CH2:3][CH2:4][CH3:5].[CH3:33][CH2:34][CH2:35][CH2:36][CH2:37][CH3:38].[CH:6]([NH:7][CH:8]([CH3:9])[CH3:10])([CH3:11])[CH3:12].[Cl-:31].[F:13][c:14]1[cH:15][cH:16][c:17]([C:18]#[N:19])[cH:20][cH:21]1.[F:22][c:23]1[cH:24][c:25]([CH:26]=[O:27])[cH:28][cH:29][cH:30]1.[NH4+:32].[O:39]1[CH2:40][CH2:41][CH2:42][CH2:43]1>>[F:13][c:14]1[c:15]([CH:26]([c:25]2[cH:24][c:23]([F:22])[cH:30][cH:29][cH:28]2)[OH:27])[cH:16][c:17]([C:18]#[N:19])[cH:20][cH:21]1.